This data is from the Open Reaction Database (ORD), a public repository of structured organic reaction records. The task is: describe an organic reaction: reactants, conditions, products, and yield Starting materials: CC(=O)OCC1=C(N2[C@@H]([C@@H](C2=O)N)SC1)C(=O)O (7-ACA), SC1=NN=NN1C (5-mercapto-1-methyl-1H-tetrazole), COC(=O)C1=C(C(=C(C(=C1Cl)Cl)C(=O)OC)Cl)Cl (DCPA). The solvent is C(C)#N (acetonitrile). Reaction conditions: temperature 15 celsius. Yields the product Cl.NC1[C@@H]2N(C(=C(CS2)CSC2=NN=NN2C)C(=O)O)C1=O (7-amino-3-(1-methyl-1H-tetrazol-5-yl)thiomethyl-3-cephem-4-carboxylic acid hydrochloride). Isolated yield 103.4%. RXN SMILES: CC(O[CH2:5][C:6]1[CH2:15][S:14][C@@H:9]2[C@H:10]([NH2:13])[C:11](=[O:12])[N:8]2[C:7]=1[C:16]([OH:18])=[O:17])=O.[SH:19][C:20]1[N:24]([CH3:25])[N:23]=[N:22][N:21]=1.COC(C1C([Cl:36])=C(Cl)C(C(OC)=O)=C(Cl)C=1Cl)=O>C(#N)C>[ClH:36].[NH2:13][CH:10]1[C:11](=[O:12])[N:8]2[C:7]([C:16]([OH:18])=[O:17])=[C:6]([CH2:5][S:19][C:20]3[N:24]([CH3:25])[N:23]=[N:22][N:21]=3)[CH2:15][S:14][C@H:9]12 |f:4.5|. Procedure details: A 11 ml portion of acetonitrile was added to 2.72 g of 7-ACA and 1.28 g of 5-mercapto-1-methyl-1H-tetrazole, and 14.9 g of DCPA was added through a dropping funnel to the mixture with stirring and under cooling at -25° to -20° C., followed by rinsing the funnel with 1 ml of acetonitrile. The reaction mixture was warmed to 15° C., stirred at 14° to 16° C. for 40 minutes and cooled to -30° C., followed by adding dropwise 40 ml of ethanol at -30° to -20° C. The resultant solution was warmed to room... Starting materials: N[C@@H](CCCCNC(OC(C)(C)C)=O)C(=O)N([C@H](C(OCC)OCC)C)CC=1C2=C(SC1)C=CC=C2 (tert-butyl (S)-5-amino-6-((benzo[b]thiophen-3-ylmethyl)((S)-1,1-diethoxypropan-2-yl)amino)-6-oxohexylcarbamate), Compound II, C(C)NC(NOCC(=O)O)=O (2-(3-ethylureidooxy)acetic acid), N[C@@H](CCCCNC(OC(C)(C)C)=O)C(=O)N([C@H](C(OCC)OCC)C)CC=1C2=C(SC1)C=CC=C2 (tert-butyl (S)-5-amino-6-((benzo[b]thiophen-3-ylmethyl)((S)-1,1-diethoxypropan-2-yl)amino)-6-oxohexylcarbamate). The product is S1C2=C(C(=C1)CN(C(=O)[C@@H](NC(CONC(NCC)=O)=O)CCCCNC(OC(C)(C)C)=O)[C@H](C(OCC)OCC)C)C=CC=C2 (tert-butyl (S)-10-((benzo[b]thiophen-3-ylmethyl)((S)-1,1-diethoxypropan-2-yl)carbamoyl)-4,8-dioxo-6-oxa-3,5,9-triazatetradecan-14-ylcarbamate). As a reaction SMILES: [CH2:1]([NH:3][C:4](=[O:11])[NH:5][O:6][CH2:7][C:8]([OH:10])=O)[CH3:2].[NH2:12][C@H:13]([C:26]([N:28]([CH2:38][C:39]1[C:40]2[CH:47]=[CH:46][CH:45]=[CH:44][C:41]=2[S:42][CH:43]=1)[C@@H:29]([CH3:37])[CH:30]([O:34][CH2:35][CH3:36])[O:31][CH2:32][CH3:33])=[O:27])[CH2:14][CH2:15][CH2:16][CH2:17][NH:18][C:19](=[O:25])[O:20][C:21]([CH3:24])([CH3:23])[CH3:22]>>[S:42]1[CH:43]=[C:39]([CH2:38][N:28]([C@@H:29]([CH3:37])[CH:30]([O:31][CH2:32][CH3:33])[O:34][CH2:35][CH3:36])[C:26]([C@H:13]([CH2:14][CH2:15][CH2:16][CH2:17][NH:18][C:19](=[O:25])[O:20][C:21]([CH3:22])([CH3:24])[CH3:23])[NH:12][C:8](=[O:10])[CH2:7][O:6][NH:5][C:4](=[O:11])[NH:3][CH2:1][CH3:2])=[O:27])[C:40]2[CH:47]=[CH:46][CH:45]=[CH:44][C:41]1=2. Procedure details: According to the procedure described in the synthesis method of Compound II-15, 2-(3-ethylureidooxy)acetic acid (Compound VI-13) 47 mg (0.29 mmol) was coupled with tert-butyl (S)-5-amino-6-((benzo[b]thiophen-3-ylmethyl)((S)-1,1-diethoxypropan-2-yl)amino)-6-oxohexylcarbamate (Compound IV-15) 100 mg (0.19 mmol) to obtain the title compound. The reactants are CC(C#C)(CCCC(C)C)O (3,7-dimethyl-1-octin-3-ol), COC(=C)C (isopropenyl methyl ether), COC(=C)C (isopropenyl methyl ether). Reagents/catalysts: C1(=CC=C(C=C1)S(=O)(=O)[O-])C.[NH+]1=CC=CC=C1 (pyridinium toluene-4-sulfonate), C1(=CC=C(C=C1)S(=O)(=O)[O-])C.[NH+]1=CC=CC=C1 (pyridinium toluene-4-sulfonate). The solvent is CCCCCCC (n-heptane). The product is CC(=C=CCC(C)=O)CCCC(C)C (6,10-dimethyl-4,5-undecadien-2-one). Isolated yield 82.0%. RXN SMILES: [CH3:1][C:2](O)([CH2:5][CH2:6][CH2:7][CH:8]([CH3:10])[CH3:9])[C:3]#[CH:4].C[O:13][C:14]([CH3:16])=[CH2:15]>C1(C)C=CC(S([O-])(=O)=O)=CC=1.[NH+]1C=CC=CC=1.CCCCCCC>[CH3:1][C:2]([CH2:5][CH2:6][CH2:7][CH:8]([CH3:10])[CH3:9])=[C:3]=[CH:4][CH2:15][C:14](=[O:13])[CH3:16] |f:2.3|. Procedure details: 30.9 g 3,7-dimethyl-1-octin-3-ol, 28.9 g isopropenyl methyl ether and 60 ml n-heptane were initially introduced into a 250 ml flask and 25 mg pyridinium toluene-4-sulfonate were then added. The reaction mixture was stirred under reflux for 7 hours. During this period of time, 14.4 g isopropenyl methyl ether and 25 mg pyridinium toluene-4-sulfonate were added in two portions. When the reaction had ended, the solution was evaporated. The residue was distilled in vacuo. 31.9 g 6,10-dimethyl-4,5-und... Starting materials: NC1=NC=CC=C1 (2-aminopyridine), OC=1C(=NC=CC1)N (3-hydroxy-2-aminopyridine), C(CCC)N(CCCC)CCCOC1=CC=C(C(=O)C=2N=C3N(C=CC=C3)C2)C=C1 (2-(4-dibutylaminopropoxybenzoyl)imidazo[1,2-a]pyridine). Product: C(CCC)N(CCCC)CCCOC1=CC=C(C(=O)C=2N=C3N(C=CC=C3O)C2)C=C1 (2-(4-dibutylaminopropoxybenzoyl)-8-hydroxyimidazo[1,2-a]pyridine). As a reaction SMILES: NC1C=CC=CN=1.[OH:8][C:9]1[C:10]([NH2:15])=[N:11][CH:12]=[CH:13][CH:14]=1.[CH2:16]([N:20]([CH2:25][CH2:26][CH2:27][O:28][C:29]1[CH:45]=[CH:44][C:32]([C:33]([C:35]2N=C3C=CC=CN3[CH:43]=2)=[O:34])=[CH:31][CH:30]=1)[CH2:21][CH2:22][CH2:23][CH3:24])[CH2:17][CH2:18][CH3:19]>>[CH2:16]([N:20]([CH2:25][CH2:26][CH2:27][O:28][C:29]1[CH:30]=[CH:31][C:32]([C:33]([C:35]2[N:15]=[C:10]3[C:9]([OH:8])=[CH:14][CH:13]=[CH:12][N:11]3[CH:43]=2)=[O:34])=[CH:44][CH:45]=1)[CH2:21][CH2:22][CH2:23][CH3:24])[CH2:17][CH2:18][CH3:19]. Procedure: When in the above procedure, 2-aminopyridine or 3-hydroxy-2-aminopyridine is used in place of 5-bromo-2-aminopyridine, 2-(4-dibutylaminopropoxybenzoyl)imidazo[1,2-a]pyridine or 2-(4-dibutylaminopropoxybenzoyl)-8-hydroxyimidazo[1,2-a]pyridine is obtained. Reactants: CC(C)(C)N, COc1cc(C(=O)O)ccc1S(=O)(=O)O, [Cl-], COc1cc(C(=O)Cl)ccc1S(=O)(=O)Cl, [K]. The product is COc1cc(C(=O)NC(C)(C)C)ccc1S(=O)(=O)Cl. RXN SMILES: [C:32]([CH3:33])([CH3:34])([CH3:35])[NH2:36].[CH3:2][O:3][c:4]1[cH:5][c:6]([C:14]([OH:15])=[O:16])[cH:7][cH:8][c:9]1[S:10]([OH:11])(=[O:12])=[O:13].[Cl-:37].[Cl:17][S:18](=[O:19])(=[O:20])[c:21]1[c:22]([O:30][CH3:31])[cH:23][c:24]([C:25](=[O:26])[Cl:27])[cH:28][cH:29]1.[K:1]>>[Cl:17][S:18](=[O:19])(=[O:20])[c:21]1[c:22]([O:30][CH3:31])[cH:23][c:24]([C:25](=[O:26])[NH:36][C:32]([CH3:33])([CH3:34])[CH3:35])[cH:28][cH:29]1. Starting materials: CCOc1cc(-c2c(CC)cccc2CC)ncc1CO, C1CCOC1, CS(C)=O, ClCCl, O=C(Cl)C(=O)Cl. Yields the product CCOc1cc(-c2c(CC)cccc2CC)ncc1C=O. Reaction SMILES: [CH2:11]([CH3:12])[c:13]1[c:14](-[c:21]2[cH:22][c:23]([O:29][CH2:30][CH3:31])[c:24]([CH2:27][OH:28])[cH:25][n:26]2)[c:15]([CH2:19][CH3:20])[cH:16][cH:17][cH:18]1.[CH2:35]1[O:36][CH2:37][CH2:38][CH2:39]1.[CH3:1][S:2]([CH3:3])=[O:4].[Cl:32][CH2:33][Cl:34].[Cl:5][C:6]([C:7]([Cl:8])=[O:9])=[O:10]>>[CH2:11]([CH3:12])[c:13]1[c:14](-[c:21]2[cH:22][c:23]([O:29][CH2:30][CH3:31])[c:24]([CH:27]=[O:28])[cH:25][n:26]2)[c:15]([CH2:19][CH3:20])[cH:16][cH:17][cH:18]1.